The task is: describe an organic reaction: reactants, conditions, products, and yield. This data is from the Open Reaction Database (ORD), a public repository of structured organic reaction records. Starting materials: CCO, COCCOCCOc1ccc(C(CCCN)C(=O)OCc2ccccc2)cc1. The product is COCCOCCOc1ccc(CCCCN)cc1. As a reaction SMILES: [CH3:30][CH2:31][OH:32].[O:1]([CH2:2][CH2:3][O:4][CH2:5][CH2:6][O:7][CH3:8])[c:9]1[cH:10][cH:11][c:12]([CH:15]([CH2:16][CH2:17][CH2:18][NH2:19])[C:20]([O:21][CH2:22][c:23]2[cH:24][cH:25][cH:26][cH:27][cH:28]2)=[O:29])[cH:13][cH:14]1>>[O:1]([CH2:2][CH2:3][O:4][CH2:5][CH2:6][O:7][CH3:8])[c:9]1[cH:10][cH:11][c:12]([CH2:15][CH2:16][CH2:17][CH2:18][NH2:19])[cH:13][cH:14]1. Reactants: C#Cc1ccc(CCC(=O)OC)cc1, Cc1ccccc1I. Yields the product COC(=O)CCc1ccc(C#Cc2ccccc2C)cc1. Reaction SMILES: [C:1](#[CH:2])[c:3]1[cH:4][cH:5][c:6]([CH2:9][CH2:10][C:11](=[O:12])[O:13][CH3:14])[cH:7][cH:8]1.[I:15][c:16]1[c:17]([CH3:22])[cH:18][cH:19][cH:20][cH:21]1>>[C:1](#[C:2][c:16]1[c:17]([CH3:22])[cH:18][cH:19][cH:20][cH:21]1)[c:3]1[cH:4][cH:5][c:6]([CH2:9][CH2:10][C:11](=[O:12])[O:13][CH3:14])[cH:7][cH:8]1. Reactants: COC(=O)C1NC(=O)C1N, CCOC(C)=O, [Cl-], [Na+], C1CCOC1, O=C(Cl)Cc1cccs1. Yields the product COC(=O)C1NC(=O)C1NC(=O)Cc1cccs1. Reaction SMILES: [CH3:1][O:2][C:3](=[O:4])[CH:5]1[CH:6]([NH2:10])[C:7](=[O:9])[NH:8]1.[CH3:20][CH2:21][O:22][C:23](=[O:24])[CH3:25].[Cl-:27].[Na+:26].[O:28]1[CH2:29][CH2:30][CH2:31][CH2:32]1.[s:11]1[c:12]([CH2:16][C:17](=[O:18])[Cl:19])[cH:13][cH:14][cH:15]1>>[CH3:1][O:2][C:3](=[O:4])[CH:5]1[CH:6]([NH:10][C:17]([CH2:16][c:12]2[s:11][cH:15][cH:14][cH:13]2)=[O:18])[C:7](=[O:9])[NH:8]1. Starting materials: N1CCCC1 (pyrrolidine), P(=S)(Cl)(Cl)Cl (thiophosphoryl chloride). Run in CCOCC (ether), CCOCC (ether). The product is ClP(=S)(N1CCCC1)Cl (N-(Dichlorothiophosphinyl)pyrrolidine). The yield is 79.6%. As a reaction SMILES: [NH:1]1[CH2:5][CH2:4][CH2:3][CH2:2]1.[P:6](Cl)([Cl:9])([Cl:8])=[S:7]>CCOCC>[Cl:8][P:6]([Cl:9])([N:1]1[CH2:5][CH2:4][CH2:3][CH2:2]1)=[S:7]. Reported procedure: A solution of 43.4 mL (0.52 mol) of pyrrolidine in 50 mL of ether was added dropwise to a stirred solution of 116 mL (1.04 mol) of thiophosphoryl chloride in 200 mL of ether at 0° C. (ice bath) under an argon atmosphere. After the addition was completed, the resultant slurry was slowly warmed to room temperature overnight. A trace of pyrrolidinium hydrochloride was removed by filtration and the filtrate was concentrated under vacuum to provide 84.5 g of a clear oil. A portion of this oil (40 g) ... Reactants: ClC1=C(C=NC2=CC=C(C(=C12)OCCOC)OCCOC)C#N (4-Chloro-5,6-bis(2-methoxyethoxy)-3-quinolinecarbonitrile), Cl.N1=CC=CC=C1 (pyridine hydrochloride), C(#C)C=1C=C(N)C=CC1 (3-ethynylaniline), C(C)OC(C)O (ethoxyethanol), C([O-])([O-])=O.[K+].[K+] (potassium carbonate). Run in O (water). Yields the product C(#C)C=1C=C(C=CC1)NC1=C(C=NC2=CC=C(C(=C12)OCCOC)OCCOC)C#N (4-[(3-Ethynylphenyl)amino]-5,6-bis(2-methoxyethoxy)-3-quinolinecarbonitrile). As a reaction SMILES: Cl[C:2]1[C:11]2[C:6](=[CH:7][CH:8]=[C:9]([O:17][CH2:18][CH2:19][O:20][CH3:21])[C:10]=2[O:12][CH2:13][CH2:14][O:15][CH3:16])[N:5]=[CH:4][C:3]=1[C:22]#[N:23].Cl.N1C=CC=CC=1.[C:31]([C:33]1[CH:34]=[C:35]([CH:37]=[CH:38][CH:39]=1)[NH2:36])#[CH:32].C(OC(O)C)C.C(=O)([O-])[O-].[K+].[K+]>O>[C:31]([C:33]1[CH:34]=[C:35]([NH:36][C:2]2[C:11]3[C:6](=[CH:7][CH:8]=[C:9]([O:17][CH2:18][CH2:19][O:20][CH3:21])[C:10]=3[O:12][CH2:13][CH2:14][O:15][CH3:16])[N:5]=[CH:4][C:3]=2[C:22]#[N:23])[CH:37]=[CH:38][CH:39]=1)#[CH:32] |f:1.2,5.6.7|. Procedure: A stirred mixture of 4-Chloro-5,6-bis(2-methoxyethoxy)-3-quinolinecarbonitrile (2.52 g, 7.5 mmol), pyridine hydrochloride (0.87 g, 9.0 mmol), 3-ethynylaniline (1.06 g, 9.0 mmol), and ethoxyethanol (22 ml) was refluxed for 1.5 h, cooled, diluted with water containing potassium carbonate to give pH-9, and extracted with ethyl acetate. The extract was washed well with water, dried, and concentrated. The resulting solid was recrystallized from ethyl acetate to give an off-white solid, mp 150-153°. The reactants are CCO, CC(=O)Nc1ccc(C(=O)CN2CCN(C)CC2)cc1, [Na+], [OH-], O. Yields the product CN1CCN(CC(=O)c2ccc(N)cc2)CC1. Reaction SMILES: [CH3:24][CH2:25][OH:26].[CH3:4][N:5]1[CH2:6][CH2:7][N:8]([CH2:11][C:12](=[O:13])[c:14]2[cH:15][cH:16][c:17]([NH:20][C:21](=[O:22])[CH3:23])[cH:18][cH:19]2)[CH2:9][CH2:10]1.[Na+:2].[OH-:1].[OH2:3]>>[CH3:4][N:5]1[CH2:6][CH2:7][N:8]([CH2:11][C:12](=[O:13])[c:14]2[cH:15][cH:16][c:17]([NH2:20])[cH:18][cH:19]2)[CH2:9][CH2:10]1. Starting materials: amide, CC12CN(CC(CNC1)(C2O)C)C (1,3,5-trimethyl-3,7-diazabicyclo[3.3.1]nonan-9-ol), C1(CCCC1)N1C(=CC2=C1N=C(N=C2)NC2=NC=C(C(=O)O)C=C2)C(N(C)C)=O (6-(7-cyclopentyl-6-(dimethylcarbamoyl)-7H-pyrrolo[2,3-d]pyrimidin-2-ylamino)nicotinic acid), [Li+].[Cl-] (LiCl). Product: C1(CCCC1)N1C(=CC2=C1N=C(N=C2)NC2=NC=C(C=C2)C(=O)N2CC1(CN(CC(C2)(C1O)C)C)C)C(=O)N(C)C (7-cyclopentyl-2-(5-(9-hydroxy-1,5,7-trimethyl-3,7-diazabicyclo[3.3.1]nonane-3-carbonyl)pyridin-2-ylamino)-N,N-dimethyl-7H-pyrrolo[2,3-d]pyrimidine-6-carboxamide). Yield: 68.0%. As a reaction SMILES: [CH:1]1([N:6]2[C:10]3[N:11]=[C:12]([NH:15][C:16]4[CH:24]=[CH:23][C:19]([C:20]([OH:22])=O)=[CH:18][N:17]=4)[N:13]=[CH:14][C:9]=3[CH:8]=[C:7]2[C:25](=[O:29])[N:26]([CH3:28])[CH3:27])[CH2:5][CH2:4][CH2:3][CH2:2]1.[Li+].[Cl-].[CH3:32][C:33]12[CH:41]([OH:42])[C:37]([CH3:43])([CH2:38][NH:39][CH2:40]1)[CH2:36][N:35]([CH3:44])[CH2:34]2>>[CH:1]1([N:6]2[C:10]3[N:11]=[C:12]([NH:15][C:16]4[CH:24]=[CH:23][C:19]([C:20]([N:39]5[CH2:40][C:33]6([CH3:32])[CH:41]([OH:42])[C:37]([CH3:43])([CH2:36][N:35]([CH3:44])[CH2:34]6)[CH2:38]5)=[O:22])=[CH:18][N:17]=4)[N:13]=[CH:14][C:9]=3[CH:8]=[C:7]2[C:25]([N:26]([CH3:28])[CH3:27])=[O:29])[CH2:5][CH2:4][CH2:3][CH2:2]1 |f:1.2|. Procedure details: Following amide formation method 1, 6-(7-cyclopentyl-6-(dimethylcarbamoyl)-7H-pyrrolo[2,3-d]pyrimidin-2-ylamino)nicotinic acid with 5 equiv LiCl and 1,3,5-trimethyl-3,7-diazabicyclo[3.3.1]nonan-9-ol were combined and gave 7-cyclopentyl-2-(5-(9-hydroxy-1,5,7-trimethyl-3,7-diazabicyclo[3.3.1]nonane-3-carbonyl)pyridin-2-ylamino)-N,N-dimethyl-7H-pyrrolo[2,3-d]pyrimidine-6-carboxamide (266 mg) in 68% yield. 1H NMR (400 MHz, CDCl3) δ ppm 8.77 (s, 1H), 8.56 (d, J=8.6 Hz, 1H), 8.33 (s, 1H), 8.17 (br s, ... Starting materials: COc1ccc(-c2ccc(C=CC(=O)O)cn2)cc1OC, O=C(O)C(F)(F)F, CC(C)(C)OC(=O)Nc1ccc(-c2cccs2)cc1N, c1ccncc1. Product: COc1ccc(-c2ccc(C=CC(=O)Nc3cc(-c4cccs4)ccc3NC(=O)OC(C)(C)C)cn2)cc1OC. As a reaction SMILES: [CH3:8][O:9][c:10]1[cH:11][c:12](-[c:18]2[cH:19][cH:20][c:21]([CH:24]=[CH:25][C:26](=[O:27])[OH:28])[cH:22][n:23]2)[cH:13][cH:14][c:15]1[O:16][CH3:17].[F:1][C:2]([F:3])([F:4])[C:5]([OH:6])=[O:7].[NH2:29][c:30]1[c:31]([NH:41][C:42]([O:43][C:44]([CH3:45])([CH3:46])[CH3:47])=[O:48])[cH:32][cH:33][c:34](-[c:36]2[s:37][cH:38][cH:39][cH:40]2)[cH:35]1.[cH:49]1[cH:50][cH:51][n:52][cH:53][cH:54]1>>[CH3:8][O:9][c:10]1[cH:11][c:12](-[c:18]2[cH:19][cH:20][c:21]([CH:24]=[CH:25][C:26](=[O:28])[NH:29][c:30]3[c:31]([NH:41][C:42]([O:43][C:44]([CH3:45])([CH3:46])[CH3:47])=[O:48])[cH:32][cH:33][c:34](-[c:36]4[s:37][cH:38][cH:39][cH:40]4)[cH:35]3)[cH:22][n:23]2)[cH:13][cH:14][c:15]1[O:16][CH3:17].